From a dataset of the Open Reaction Database (ORD), a public repository of structured organic reaction records. describe an organic reaction: reactants, conditions, products, and yield The reactants are O=C([O-])[O-], COc1cc(C=C2CCN(C(C)=O)C2=O)ccc1-n1cnc(C)c1, CCO, CCOC(C)=O, CO, [K+], [K+], O. Yields the product COc1cc(C=C2CCNC2=O)ccc1-n1cnc(C)c1. As a reaction SMILES: [C:30](=[O:31])([O-:32])[O-:33].[C:6](=[O:7])([CH3:8])[N:9]1[C:10](=[O:29])[C:11](=[CH:14][c:15]2[cH:16][c:17]([O:27][CH3:28])[c:18](-[n:21]3[cH:22][n:23][c:24]([CH3:26])[cH:25]3)[cH:19][cH:20]2)[CH2:12][CH2:13]1.[CH3:1][CH2:2][OH:3].[CH3:36][CH2:37][O:38][C:39](=[O:40])[CH3:41].[CH3:4][OH:5].[K+:34].[K+:35].[OH2:42]>>[NH:9]1[C:10](=[O:29])[C:11](=[CH:14][c:15]2[cH:16][c:17]([O:27][CH3:28])[c:18](-[n:21]3[cH:22][n:23][c:24]([CH3:26])[cH:25]3)[cH:19][cH:20]2)[CH2:12][CH2:13]1. Starting materials: C(C1=CC=CC=C1)OC=1C(C=C(NC1)C(=O)OCC)=O (5-(benzyloxy)-1,4-dihydro-4-oxo-2-pyridinecarboxylic acid, ethyl ester), O.NN (hydrazine hydrate). Run at time 25 minute. Yields the product C(C1=CC=CC=C1)OC=1C(C=C(NC1)C(=O)NN)=O (5-(Benzyloxy)-2-(hydrazinocarbonyl)-4-oxo-1,4-dihydropyridine). Reaction SMILES: [CH2:1]([O:8][C:9]1[C:10](=[O:20])[CH:11]=[C:12]([C:15](OCC)=[O:16])[NH:13][CH:14]=1)[C:2]1[CH:7]=[CH:6][CH:5]=[CH:4][CH:3]=1.O.[NH2:22][NH2:23]>>[CH2:1]([O:8][C:9]1[C:10](=[O:20])[CH:11]=[C:12]([C:15]([NH:22][NH2:23])=[O:16])[NH:13][CH:14]=1)[C:2]1[CH:7]=[CH:6][CH:5]=[CH:4][CH:3]=1 |f:1.2|. Procedure: A suspension of 5-(benzyloxy)-1,4-dihydro-4-oxo-2-pyridinecarboxylic acid, ethyl ester (7.1 g, 26 mmole) in 99% hydrazine hydrate (15 ml) was heated until most of the solid dissolved. The resulting mixture was stirred for 25 minutes at ambient temperature, the excess hydrazine was removed under high vacuum and the solid residue was treated with methanol. The volatiles were removed in vacuo (repeat methanol treatment and evaporation twice), the solid residue was washed with methanol, hexane, and ... Reactants: [I-].[Na+] (sodium iodide), C([O-])([O-])=O.[Na+].[Na+] (sodium carbonate), ClC=1C=C2C(=CNC2=CC1)CCNC(C1=CC(=CC=C1)CCl)=O (N-(2-(5-chloro-1H-indol-3-yl)ethyl)-3-(chloromethyl)benzamide), C(#N)C1=CC=C(C=C1)B(O)O (4-cyanophenylboronic acid). Reagents/catalysts: C=1C=CC(=CC1)[P](C=2C=CC=CC2)(C=3C=CC=CC3)[Pd]([P](C=4C=CC=CC4)(C=5C=CC=CC5)C=6C=CC=CC6)([P](C=7C=CC=CC7)(C=8C=CC=CC8)C=9C=CC=CC9)[P](C=1C=CC=CC1)(C=1C=CC=CC1)C=1C=CC=CC1 (tetrakis(triphenylphosphine)palladium(0)). Run in O (water), C(OC)COC (dimethoxyethane). Product: eluent, ClC=1C=C2C(=CNC2=CC1)CCNC(C1=CC(=CC=C1)CC1=CC=C(C=C1)C#N)=O (N-(2-(5-Chloro-1H-indol-3-yl)ethyl)-3-(4-cyanobenzyl)benzamide). The yield is 63.8%. As a reaction SMILES: [Cl:1][C:2]1[CH:3]=[C:4]2[C:8](=[CH:9][CH:10]=1)[NH:7][CH:6]=[C:5]2[CH2:11][CH2:12][NH:13][C:14](=[O:23])[C:15]1[CH:20]=[CH:19][CH:18]=[C:17]([CH2:21]Cl)[CH:16]=1.[C:24]([C:26]1[CH:31]=[CH:30][C:29](B(O)O)=[CH:28][CH:27]=1)#[N:25].C(=O)([O-])[O-].[Na+].[Na+].[I-].[Na+]>C(COC)OC.O.C1C=CC([P]([Pd]([P](C2C=CC=CC=2)(C2C=CC=CC=2)C2C=CC=CC=2)([P](C2C=CC=CC=2)(C2C=CC=CC=2)C2C=CC=CC=2)[P](C2C=CC=CC=2)(C2C=CC=CC=2)C2C=CC=CC=2)(C2C=CC=CC=2)C2C=CC=CC=2)=CC=1>[Cl:1][C:2]1[CH:3]=[C:4]2[C:8](=[CH:9][CH:10]=1)[NH:7][CH:6]=[C:5]2[CH2:11][CH2:12][NH:13][C:14](=[O:23])[C:15]1[CH:20]=[CH:19][CH:18]=[C:17]([CH2:21][C:29]2[CH:30]=[CH:31][C:26]([C:24]#[N:25])=[CH:27][CH:28]=2)[CH:16]=1 |f:2.3.4,5.6,^1:53,55,74,93|. Procedure details: N-(2-(5-Chloro-1H-indol-3-yl)ethyl)-3-(4-cyanobenzyl)benzamide was prepared according to method B with N-(2-(5-chloro-1H-indol-3-yl)ethyl)-3-(chloromethyl)benzamide (0.075 g; 0.216 mmol), 4-cyanophenylboronic acid (0.032 g; 0.216 mmol), tetrakis(triphenylphosphine)palladium(0) (0.013 g; 0.011 mmol), sodium carbonate (0.046 g; 0.432 mmol), sodium iodide (0.065 g; 0.432 mmol), in dimethoxyethane (3 mL) and water (1 mL), irradiated in a microwave oven at 130° C. for 15 minutes. Flash chromatography... Starting materials: O=C([O-])O, COc1ccc(-n2nnnc2C(F)(F)F)cc1C=O, O=C(OCc1ccccc1)N1CCN2C(CNCC2C(c2ccccc2)c2ccccc2)C1, ClCCl, Cl, Cl, [Na+]. The product is COc1ccc(-n2nnnc2C(F)(F)F)cc1CN1CC2CN(C(=O)OCc3ccccc3)CCN2C(C(c2ccccc2)c2ccccc2)C1. RXN SMILES: [C:55](=[O:56])([O-:57])[OH:58].[CH3:1][O:2][c:3]1[c:4]([CH:5]=[O:6])[cH:7][c:8](-[n:11]2[n:12][n:13][n:14][c:15]2[C:16]([F:17])([F:18])[F:19])[cH:9][cH:10]1.[CH:22]([c:23]1[cH:24][cH:25][cH:26][cH:27][cH:28]1)([c:29]1[cH:30][cH:31][cH:32][cH:33][cH:34]1)[CH:35]1[CH2:36][NH:37][CH2:38][CH:39]2[N:40]1[CH2:41][CH2:42][N:43]([C:45](=[O:46])[O:47][CH2:48][c:49]1[cH:50][cH:51][cH:52][cH:53][cH:54]1)[CH2:44]2.[Cl:60][CH2:61][Cl:62].[ClH:20].[ClH:21].[Na+:59]>>[CH3:1][O:2][c:3]1[c:4]([CH2:5][N:37]2[CH2:36][CH:35]([CH:22]([c:23]3[cH:24][cH:25][cH:26][cH:27][cH:28]3)[c:29]3[cH:30][cH:31][cH:32][cH:33][cH:34]3)[N:40]3[CH:39]([CH2:38]2)[CH2:44][N:43]([C:45](=[O:46])[O:47][CH2:48][c:49]2[cH:50][cH:51][cH:52][cH:53][cH:54]2)[CH2:42][CH2:41]3)[cH:7][c:8](-[n:11]2[n:12][n:13][n:14][c:15]2[C:16]([F:17])([F:18])[F:19])[cH:9][cH:10]1.